Task: describe an organic reaction: reactants, conditions, products, and yield. Dataset: the Open Reaction Database (ORD), a public repository of structured organic reaction records Reactants: C1(CC1)C1=NNC(=C1)N (3-cyclopropyl-1H-pyrazole-5-amine), Cl.ClCCN1CCOCC1 (4-(2-chloroethyl)morpholine HCl salt), C([O-])([O-])=O.[K+].[K+] (potassium carbonate). Run in CN(C)C=O (DMF), C(C)(=O)OCC (ethyl acetate). Conditions: time 8 hour. Product: C1(CC1)C1=NN(C(=C1)N)CCN1CCOCC1 (3-cyclopropyl-1-(2-morpholinoethyl)-1H-pyrazol-5-amine). As a reaction SMILES: [CH:1]1([C:4]2[CH:8]=[C:7]([NH2:9])[NH:6][N:5]=2)[CH2:3][CH2:2]1.Cl.Cl[CH2:12][CH2:13][N:14]1[CH2:19][CH2:18][O:17][CH2:16][CH2:15]1.C(=O)([O-])[O-].[K+].[K+]>CN(C=O)C.C(OCC)(=O)C>[CH:1]1([C:4]2[CH:8]=[C:7]([NH2:9])[N:6]([CH2:12][CH2:13][N:14]3[CH2:19][CH2:18][O:17][CH2:16][CH2:15]3)[N:5]=2)[CH2:3][CH2:2]1 |f:1.2,3.4.5|. Procedure details: A mixture of 3-cyclopropyl-1H-pyrazole-5-amine (250 mg, 2.0 mmol), 4-(2-chloroethyl)morpholine HCl salt (372 mg, 2.0 mmol) and potassium carbonate (829 mg, 6.0 mmol) in dry DMF (10 mL) was stirred at room temperature overnight. After being diluted with ethyl acetate (50 mL), the reaction mixture was filtered through a pad of Celite and rinsed with ethyl acetate (2×15 mL). The combined filtrates were concentrated in vacuo and purified by ISCO (CH2Cl2-MeOH—NH4OH: 100:0:0 to 90:10:1) on silica gel ... The reactants are CN, C1CCOC1, BrCCCOc1ccccc1. Reaction SMILES: [CH3:1][NH2:2].[O:14]1[CH2:15][CH2:16][CH2:17][CH2:18]1.[O:3]([c:4]1[cH:5][cH:6][cH:7][cH:8][cH:9]1)[CH2:10][CH2:11][CH2:12][Br:13]>>[CH3:1][NH:2][CH2:12][CH2:11][CH2:10][O:3][c:4]1[cH:5][cH:6][cH:7][cH:8][cH:9]1. The product is CNCCCOc1ccccc1.